Dataset: the Open Reaction Database (ORD), a public repository of structured organic reaction records. Task: describe an organic reaction: reactants, conditions, products, and yield Reaction SMILES: [C:20](=[O:21])([O-:22])[O-:23].[CH3:26][C:27]#[N:28].[CH3:29][N:30]([CH3:31])[CH:32]=[O:33].[F:1][c:2]1[c:3]([N:9]2[C:10](=[O:19])[C:11]3=[C:12]([C:13]2=[O:14])[CH2:15][CH2:16][CH2:17][CH2:18]3)[cH:4][c:5]([OH:8])[cH:6][cH:7]1.[K+:24].[K+:25].[OH2:34]>>[F:1][c:2]1[c:3]([N:9]2[C:10](=[O:19])[C:11]3=[C:12]([C:13]2=[O:14])[CH2:15][CH2:16][CH2:17][CH2:18]3)[cH:4][c:5]([O:8][CH:27]([CH3:20])[CH3:26])[cH:6][cH:7]1. Yields the product CC(C)Oc1ccc(F)c(N2C(=O)C3=C(CCCC3)C2=O)c1. The reactants are O=C([O-])[O-], CC#N, CN(C)C=O, O=C1C2=C(CCCC2)C(=O)N1c1cc(O)ccc1F, [K+], [K+], O. The reactants are NC(=O)C(N)CCCCNC(c1ccccc1)(c1ccccc1)c1ccccc1, C1CCOC1. Yields the product NCC(N)CCCCNC(c1ccccc1)(c1ccccc1)c1ccccc1. Reaction SMILES: [C:1]([c:2]1[cH:3][cH:4][cH:5][cH:6][cH:7]1)([c:8]1[cH:9][cH:10][cH:11][cH:12][cH:13]1)([c:14]1[cH:15][cH:16][cH:17][cH:18][cH:19]1)[NH:20][CH2:21][CH2:22][CH2:23][CH2:24][CH:25]([NH2:26])[C:27](=[O:28])[NH2:29].[O:30]1[CH2:31][CH2:32][CH2:33][CH2:34]1>>[C:1]([c:2]1[cH:3][cH:4][cH:5][cH:6][cH:7]1)([c:8]1[cH:9][cH:10][cH:11][cH:12][cH:13]1)([c:14]1[cH:15][cH:16][cH:17][cH:18][cH:19]1)[NH:20][CH2:21][CH2:22][CH2:23][CH2:24][CH:25]([NH2:26])[CH2:27][NH2:29]. Starting materials: CC(C)=O, CCC(C)Oc1ccc(C=O)cc1F, O=[Cr](=O)=O, O, O=S(=O)(O)O. The product is CCC(C)Oc1ccc(C(=O)O)cc1F. As a reaction SMILES: [CH3:25][C:26](=[O:27])[CH3:28].[F:1][c:2]1[cH:3][c:4]([CH:5]=[O:6])[cH:7][cH:8][c:9]1[O:10][CH:11]([CH3:12])[CH2:13][CH3:14].[O:15]=[Cr:16](=[O:17])=[O:18].[OH2:24].[S:19](=[O:20])(=[O:21])([OH:22])[OH:23]>>[F:1][c:2]1[cH:3][c:4]([C:5](=[O:6])[OH:15])[cH:7][cH:8][c:9]1[O:10][CH:11]([CH3:12])[CH2:13][CH3:14]. The reactants are C=O (formaldehyde), Cl (hydrochloric acid), base, Cl.Cl.C(C1=CC=CC=C1)N(C=1C=NC(=CC1)Cl)CC1(CC1)NC (N-Benzyl-6-chloro-N-{[1-(methylamino)cyclopropyl]methyl}pyridin-3-amine dihydrochloride). Run in CCOCC (ether), C(=O)O (formic acid), C(C)O (ethanol). Conditions: temperature 70 celsius. Yields the product Cl.C(C1=CC=CC=C1)N(C=1C=NC(=CC1)Cl)CC1(CC1)N(C)C (N-Benzyl-6-chloro-N-{[1-(dimethylamino)cyclopropyl]methyl}pyridin-3-amine hydrochloride). RXN SMILES: Cl.Cl.[CH2:3]([N:10]([CH2:18][C:19]1([NH:22][CH3:23])[CH2:21][CH2:20]1)[C:11]1[CH:12]=[N:13][C:14]([Cl:17])=[CH:15][CH:16]=1)[C:4]1[CH:9]=[CH:8][CH:7]=[CH:6][CH:5]=1.[CH2:24]=O.Cl>C(O)=O.C(O)C.CCOCC>[ClH:17].[CH2:3]([N:10]([CH2:18][C:19]1([N:22]([CH3:24])[CH3:23])[CH2:20][CH2:21]1)[C:11]1[CH:12]=[N:13][C:14]([Cl:17])=[CH:15][CH:16]=1)[C:4]1[CH:5]=[CH:6][CH:7]=[CH:8][CH:9]=1 |f:0.1.2,8.9|. Procedure details: 3.1 g of the base of the compound of Example 17 are dissolved in 60 ml of formic acid. 60 ml of 37% aqueous formaldehyde solution are added and the mixture is heated for 4 hours at 70° C. Concentration to dryness is carried out, and the residue is taken up in 50% aqueous potassium carbonate solution and extraction is carried out with dichloromethane. The organic phase is dried over sodium sulphate, concentration is carried out, and the residue is chromatographed on silica gel (dichloromethane/ac... Starting materials: C(C)C1=C(C=O)C(=CC=C1O)CC (2,6-diethyl-3-hydroxy-benzaldehyde), C([O-])([O-])=O.[Cs+].[Cs+] (cesium carbonate), ICC (iodoethane). Product: C(C)OC=1C(=C(C=O)C(=CC1)CC)CC (3-Ethoxy-2,6-diethyl-benzaldehyde). RXN SMILES: [CH2:1]([C:3]1[C:10]([OH:11])=[CH:9][CH:8]=[C:7]([CH2:12][CH3:13])[C:4]=1[CH:5]=[O:6])[CH3:2].C(=O)([O-])[O-].[Cs+].[Cs+].I[CH2:21][CH3:22]>>[CH2:21]([O:11][C:10]1[C:3]([CH2:1][CH3:2])=[C:4]([C:7]([CH2:12][CH3:13])=[CH:8][CH:9]=1)[CH:5]=[O:6])[CH3:22] |f:1.2.3|. Procedure details: 3-Ethoxy-2,6-diethyl-benzaldehyde was prepared from 2,6-diethyl-3-hydroxy-benzaldehyde, cesium carbonate and iodoethane in analogy to Example 213b): yellow oil; 1H-NMR (CDCl3): 1.21 (3H, t, CH3), 1.23 (3H, t, CH3), 1.43 (3H, t, CH3), 2.86 (2H, q, CH2), 2.96 (2H, q, CH2), 4.04 (2H, q, OCH2), 6.96 (1H, d, ArH), 7.05 (1H, d, ArH), 10.57 (1H, s, CH═O). Reactants: C(C)OC(C[C@H](C(C)C)NC(=O)OCC1=CC=CC=C1)=O (3(R)-benzyloxycarbonylamino-4-methylpentanoic acid ethyl ester), CN (methylamine). Conditions: time 48 hour. The product is CNC(C[C@H](C(C)C)NC(=O)OCC1=CC=CC=C1)=O (3(R)-Benzyloxycarbonylamino-4-methylpentanoic acid N-(methyl)amide). Reaction SMILES: C([O:3][C:4](=O)[CH2:5][C@@H:6]([NH:10][C:11]([O:13][CH2:14][C:15]1[CH:20]=[CH:19][CH:18]=[CH:17][CH:16]=1)=[O:12])[CH:7]([CH3:9])[CH3:8])C.[CH3:22][NH2:23]>>[CH3:22][NH:23][C:4](=[O:3])[CH2:5][C@@H:6]([NH:10][C:11]([O:13][CH2:14][C:15]1[CH:20]=[CH:19][CH:18]=[CH:17][CH:16]=1)=[O:12])[CH:7]([CH3:9])[CH3:8]. Reported procedure: 2.23 g of 3(R)-benzyloxycarbonylamino-4-methylpentanoic acid ethyl ester and 50 ml of 33% methylamine (in ethanol) are left to stand for 48 hours at room temperature. The reaction mixture is concentrated by evaporation and the residue is crystallised from ethyl acetate. The title compound is obtained: Rf (dichloromethane/methanol=95:5)=0.24; m.p. 190-191° C. Reactants: C(C)OC(=O)C1(CCNCC1)CCOC (4-(2-methoxy-ethyl)-piperidine-4-carboxylic acid ethyl ester), CC1=CC=C(S1)S(=O)(=O)Cl (5-methylthiophene-2-sulphonyl chloride), C(C)(CC)C1=CC=C(C=C1)N (4-sec-butyl-phenylamine). The product is C(C)(CC)C1=CC=C(C=C1)N1C(C2(CC1)CCN(CC2)S(=O)(=O)C=2SC(=CC2)C)=O (2-(4-sec-Butyl-phenyl)-8-(5-methyl-thiophene-2-sulfonyl)-2,8-diaza-spiro[4.5]decan-1-one). As a reaction SMILES: C(O[C:4]([C:6]1([CH2:12][CH2:13]OC)[CH2:11][CH2:10][NH:9][CH2:8][CH2:7]1)=[O:5])C.[CH3:16][C:17]1[S:21][C:20]([S:22](Cl)(=[O:24])=[O:23])=[CH:19][CH:18]=1.[CH:26]([C:30]1[CH:35]=[CH:34][C:33]([NH2:36])=[CH:32][CH:31]=1)([CH2:28][CH3:29])[CH3:27]>>[CH:26]([C:30]1[CH:31]=[CH:32][C:33]([N:36]2[CH2:13][CH2:12][C:6]3([CH2:7][CH2:8][N:9]([S:22]([C:20]4[S:21][C:17]([CH3:16])=[CH:18][CH:19]=4)(=[O:24])=[O:23])[CH2:10][CH2:11]3)[C:4]2=[O:5])=[CH:34][CH:35]=1)([CH2:28][CH3:29])[CH3:27]. Procedure details: Off-white solid. MS (ESI): 447.17 (MH+). This example was prepared in analogy to example 1 step C) to D) from 4-(2-methoxy-ethyl)-piperidine-4-carboxylic acid ethyl ester (example 1 step B)), 5-methylthiophene-2-sulphonyl chloride and 4-sec-butyl-phenylamine.